The task is: describe an organic reaction: reactants, conditions, products, and yield. This data is from the Open Reaction Database (ORD), a public repository of structured organic reaction records. Reactants: FC(S(=O)(=O)OC)(F)F (Methyl trifluoromethanesulfonate), FC([O-])(C(C(F)(F)F)(OC(F)(F)F)F)F.CN(C)[S+](N(C)C)N(C)C (Tris(dimethylamino)sulfonium 1,1,2,3,3,3-Hexafluoro-2-(trifluoromethoxy)propoxide). Solvent: C(C1=CC=CC=C1)#N (benzonitrile). The product is FC(C(C(F)(F)F)(OC(F)(F)F)F)(F)OC (Methyl 1,1,2,3,3,3-Hexafluoro-2-(trifluoromethoxy)propyl Ether). RXN SMILES: F[C:2](F)(F)S(OC)(=O)=O.[F:10][C:11]([F:24])([C:13]([F:23])([O:18][C:19]([F:22])([F:21])[F:20])[C:14]([F:17])([F:16])[F:15])[O-:12].CN([S+](N(C)C)N(C)C)C>C(#N)C1C=CC=CC=1>[F:10][C:11]([O:12][CH3:2])([F:24])[C:13]([F:23])([O:18][C:19]([F:20])([F:22])[F:21])[C:14]([F:17])([F:16])[F:15] |f:1.2|. Procedure: Methyl trifluoromethanesulfonate, 8.53 g (0.052 mol), was added dropwise to a stirred solution of 23.0 g (0.055 mol) of tris(dimethylamino)sulfonium 1,1,2,3,3,3-hexafluoro-2-(trifluoromethoxy)propoxide (prepared as in Example 10) in 50 mL of benzonitrile at 25°. The reaction mixture warmed spontaneously to 40°. After stirring for one h at ambient temperature the more volatile portion of the reaction mixture was distilled out at reduced pressure, and then redistilled at atmospheric pressure to gi...